Dataset: the Open Reaction Database (ORD), a public repository of structured organic reaction records. Task: describe an organic reaction: reactants, conditions, products, and yield Starting materials: NC=1C=C2C(=C(C=NC2=CC1)C(=O)NCC1=CC=C(C=C1)Cl)O (6-amino-N-[(4-chlorophenyl)methyl]-4-hydroxy-3-quinolinecarboxamide), ClC1=CC=C(C=C1)CNC(=O)C=1C=NC2=CC(=CC=C2C1O)NS(=O)(=O)C (N-[(4-chlorophenyl)methyl]-4-hydroxy-7-[(methylsulfonyl)amino]3-quinoline-carboxamide), NC1=CC=C2C(=C(C=NC2=C1)C(=O)NCC1=CC=C(C=C1)Cl)O (7-amino-N-[(4-chlorophenyl)methyl]-4-hydroxy-3-quinoline-carboxamide). Product: ClC1=CC=C(C=C1)CNC(=O)C=1C=NC2=CC=C(C=C2C1O)NS(=O)(=O)C (N-[(4-Chlorophenyl)methyl]-4-hydroxy-6-[(methylsulfonyl)-amino]-3-quinolinecarboxamide). Reaction SMILES: [NH2:1][C:2]1[CH:3]=[C:4]2[C:9](=[CH:10][CH:11]=1)[N:8]=[CH:7][C:6]([C:12]([NH:14][CH2:15][C:16]1[CH:21]=[CH:20][C:19]([Cl:22])=[CH:18][CH:17]=1)=[O:13])=[C:5]2[OH:23].ClC1C=CC(CNC(C2C=NC3C(C=2O)=CC=C(N[S:47]([CH3:50])(=[O:49])=[O:48])C=3)=O)=CC=1.NC1C=C2C(C(O)=C(C(NCC3C=CC(Cl)=CC=3)=O)C=N2)=CC=1>>[Cl:22][C:19]1[CH:20]=[CH:21][C:16]([CH2:15][NH:14][C:12]([C:6]2[CH:7]=[N:8][C:9]3[C:4]([C:5]=2[OH:23])=[CH:3][C:2]([NH:1][S:47]([CH3:50])(=[O:49])=[O:48])=[CH:11][CH:10]=3)=[O:13])=[CH:17][CH:18]=1. Procedure details: This compound is prepared from 6-amino-N-[(4-chlorophenyl)methyl]-4-hydroxy-3-quinolinecarboxamide using a procedure similar to that used to prepare N-[(4-chlorophenyl)methyl]-4-hydroxy-7-[(methylsulfonyl)amino]3-quinoline-carboxamide from 7-amino-N-[(4-chlorophenyl)methyl]-4-hydroxy-3-quinoline-carboxamide. The product is obtained as a tan powder. The reactants are COC(N(C)C)OC (N,N-dimethylformamide dimethyl acetal), Cl.COC(CN)=O (glycine methyl ester hydrochloride), [OH-].[Na+] (sodium hydroxide), C(CCCC)(OC)=N (methyl pentanimidate). The solvent is CO (methanol). Conditions: time 15 minute. The product is C(CCC)C=1NC(C(N1)=CN(C)C)=O (2-butyl-4-dimethylaminomethylene-2-imidazolin-5-one). The yield is 87.0%. Reaction SMILES: Cl.C[O:3][C:4](=O)[CH2:5][NH2:6].[OH-].[Na+].[C:10](=[NH:17])(OC)[CH2:11][CH2:12][CH2:13][CH3:14].CO[CH:20](OC)[N:21]([CH3:23])[CH3:22]>CO>[CH2:11]([C:10]1[NH:17][C:4](=[O:3])[C:5](=[CH:20][N:21]([CH3:23])[CH3:22])[N:6]=1)[CH2:12][CH2:13][CH3:14] |f:0.1,2.3|. Procedure: 5.00 g (39.42 mmol) of glycine methyl ester hydrochloride was added in a single portion to a solution of 1.59 g (39.42 mmol) of sodium hydroxide in 13 ml of methanol at 0° C. The temperature dropped to -10° C. The mixture was then stirred for 15 minutes and during this time the temperature rose again to 0° C. 4.73 g (39.42 mmol) of methyl pentanimidate was added, and the mixture was stirred at room temperature for 3 hours. Then, during the course of 5 minutes, 5.62 g (43.39 mmol) of N,N-dimethyl... Run at temperature 55 celsius, time 10 minute. Reported procedure: Diethyl malonate (0.49 mol) was added to a mixture of sodium hydride (0.51 mol) and 1,4-dioxane (140 ml) at 55 to 60° C. within 2 hours. A mixture of 1,4-dioxane (50 ml) and diethyl malonate (0.13 mol) was added. The mixture was stirred for 10 minutes at 55° C. and copper(I) bromide (0.05 mol) was added. After 15 min. a mixture of 2-bromo-1,3,5-trifluorobenzene (0.25 mol) and 1,4-dioxane (10 ml) was added. The reaction mixture was heated at 100° C. for 15 hours and cooled to 15° C. Hydrochloric ... Reagents/catalysts: [Cu]Br (copper(I) bromide). Reactants: C(CC(=O)OCC)(=O)OCC (diethyl malonate), C(CC(=O)OCC)(=O)OCC (Diethyl malonate), [H-].[Na+] (sodium hydride), BrC1=C(C=C(C=C1F)F)F (2-bromo-1,3,5-trifluorobenzene), Cl (Hydrochloric acid). The solvent is O1CCOCC1 (1,4-dioxane), O1CCOCC1 (1,4-dioxane), O1CCOCC1 (1,4-dioxane). Product: FC1=C(C(=CC(=C1)F)F)C(C(=O)OCC)C(=O)OCC (diethyl (2,4,6-trifluoro-phenyl)-malonate). Reaction SMILES: [C:1]([O:9][CH2:10][CH3:11])(=[O:8])[CH2:2][C:3]([O:5][CH2:6][CH3:7])=[O:4].[H-].[Na+].Br[C:15]1[C:20]([F:21])=[CH:19][C:18]([F:22])=[CH:17][C:16]=1[F:23].Cl>[Cu]Br.O1CCOCC1>[F:21][C:20]1[CH:15]=[C:16]([F:23])[CH:17]=[C:18]([F:22])[C:19]=1[CH:2]([C:3]([O:5][CH2:6][CH3:7])=[O:4])[C:1]([O:9][CH2:10][CH3:11])=[O:8] |f:1.2|. The reactants are C(C)(C)(C)OC(=O)N1CC(OCC1)COC1=C(C=CC=C1)CCC1=CC(=CC=C1)OC (4-t-butoxycarbonyl-2-{2-[2-(3-methoxyphenyl)ethyl]phenoxymethyl}morpholine), [H-].[Al+3].[Li+].[H-].[H-].[H-] (lithium aluminum hydride). The solvent is O1CCCC1 (tetrahydrofuran). Product: COC=1C=C(C=CC1)CCC1=C(OCC2CN(CCO2)C)C=CC=C1 (2-{2-[2-(3-Methoxyphenyl)ethyl]phenoxymethyl}-4-methylmorpholine). Yield: 89.2%. RXN SMILES: C(O[C:6]([N:8]1[CH2:13][CH2:12][O:11][CH:10]([CH2:14][O:15][C:16]2[CH:21]=[CH:20][CH:19]=[CH:18][C:17]=2[CH2:22][CH2:23][C:24]2[CH:29]=[CH:28][CH:27]=[C:26]([O:30][CH3:31])[CH:25]=2)[CH2:9]1)=O)(C)(C)C.[H-].[Al+3].[Li+].[H-].[H-].[H-]>O1CCCC1>[CH3:31][O:30][C:26]1[CH:25]=[C:24]([CH2:23][CH2:22][C:17]2[CH:18]=[CH:19][CH:20]=[CH:21][C:16]=2[O:15][CH2:14][CH:10]2[O:11][CH2:12][CH2:13][N:8]([CH3:6])[CH2:9]2)[CH:29]=[CH:28][CH:27]=1 |f:1.2.3.4.5.6|. Reported procedure: Following a procedure similar to that described in Example 38, 870 mg of 4-t-butoxycarbonyl-2-{2-[2-(3-methoxyphenyl)ethyl]phenoxymethyl}morpholine [prepared as described in Example 45(a)] were reacted with a dispersion of 113 mg of lithium aluminum hydride in 15 ml of tetrahydrofuran. The mixture was then worked up as described in Example 38, and the crude product thus obtained was purified by column chromatography through silica gel, using a 10:1 by volume mixture of methylene chloride and met... Reactants: FC(C(=O)O)(F)F.FC(C(=O)O)(F)F.FC(C(=O)O)(F)F.ClC=1C=NC=2NC=3C=NC=C(CCC4=C(C=CC(NC1N2)=C4)NC(CC4CCNCC4)=O)C3 (N-[6-chloro-2,4,8,18,22-pentaazatetracyclo[14.3.1.1(3,7).1(9,13)]docosa-1(20),3(22),4,6,9(21),10,12,16,18-nonaen-12-yl]-2-piperidin-4-ylacetamide tris(trifluoroacetate)), N(=C=O)C=1C(=NOC1C)C (4-isocyanato-3,5-dimethylisoxazole). Product: FC(C(=O)O)(F)F.FC(C(=O)O)(F)F.C(C1=CC=CC=C1)NC(=O)N1CCC(CC1)CC(=O)NC=1C=CC=2NC3=C(C=NC(NC=4C=NC=C(CCC1C2)C4)=N3)Cl (N-Benzyl-4-(2-{[6-chloro-2,4,8,18,22-pentaazatetracyclo[14.3.1.1(3,7).1(9,13)]docosa-1(20),3(22),4,6,9(21),10,12,16,18-nonaen-12-yl]amino}-2-oxoethyl)piperidine-1-carboxamide bis(trifluoroacetate)). Yield: 30.0%. As a reaction SMILES: [F:1][C:2]([F:7])([F:6])[C:3]([OH:5])=[O:4].[F:8][C:9]([F:14])([F:13])[C:10]([OH:12])=[O:11].F[C:16](F)(F)[C:17](O)=O.[Cl:22][C:23]1[CH:24]=[N:25][C:26]2[NH:27][C:28]3[CH:29]=[N:30][CH:31]=[C:32]([CH:54]=3)[CH2:33][CH2:34][C:35]3[CH:43]=[C:39]([NH:40][C:41]=1[N:42]=2)[CH:38]=[CH:37][C:36]=3[NH:44][C:45](=[O:53])[CH2:46][CH:47]1[CH2:52][CH2:51][NH:50][CH2:49][CH2:48]1.[N:55]([C:58]1[C:59]([CH3:64])=NOC=1C)=[C:56]=[O:57]>>[F:1][C:2]([F:7])([F:6])[C:3]([OH:5])=[O:4].[F:8][C:9]([F:14])([F:13])[C:10]([OH:12])=[O:11].[CH2:58]([NH:55][C:56]([N:50]1[CH2:51][CH2:52][CH:47]([CH2:46][C:45]([NH:44][C:36]2[CH:37]=[CH:38][C:39]3[NH:40][C:41]4[N:42]=[C:26]([NH:27][C:28]5[CH:29]=[N:30][CH:31]=[C:32]([CH:54]=5)[CH2:33][CH2:34][C:35]=2[CH:43]=3)[N:25]=[CH:24][C:23]=4[Cl:22])=[O:53])[CH2:48][CH2:49]1)=[O:57])[C:59]1[CH:64]=[CH:3][CH:2]=[CH:17][CH:16]=1 |f:0.1.2.3,5.6.7|. Procedure: The desired compound was prepared according to the procedure of Example A9, step H using N-[6-chloro-2,4,8,18,22-pentaazatetracyclo[14.3.1.1(3,7).1(9,13)]docosa-1(20),3(22),4,6,9(21),10,12,16,18-nonaen-12-yl]-2-piperidin-4-ylacetamide tris(trifluoroacetate) and 4-isocyanato-3,5-dimethylisoxazole as starting materials in 30% yield. LCMS for C30H33ClN9O3 (M+H)+: m/z=602.2.